Dataset: the Open Reaction Database (ORD), a public repository of structured organic reaction records. Task: describe an organic reaction: reactants, conditions, products, and yield The reactants are COC=1C=CC(=C(C(=O)O)C1)C(COC)=O (5-methoxy-2-(methoxyacetyl)benzoic acid), O.NN (hydrazine hydrate). Yields the product COC1=CC=C2C(=NNC(C2=C1)=O)COC (7-Methoxy-4-methoxymethyl-2H-phthalazin-1-one). RXN SMILES: [CH3:1][O:2][C:3]1[CH:4]=[CH:5][C:6]([C:12](=O)[CH2:13][O:14][CH3:15])=[C:7]([CH:11]=1)[C:8](O)=[O:9].O.[NH2:18][NH2:19]>>[CH3:1][O:2][C:3]1[CH:11]=[C:7]2[C:6]([C:12]([CH2:13][O:14][CH3:15])=[N:18][NH:19][C:8]2=[O:9])=[CH:5][CH:4]=1 |f:1.2|. Procedure details: This compound is obtained according to the procedure described in 1.2. by reacting unpurified 5-methoxy-2-(methoxyacetyl)benzoic acid with hydrazine hydrate. Reactants: [OH-].[Na+] (sodium hydroxide), C(C)OC1=C(C=CC=C1)O (2-ethoxyphenol), BrCCCC (1-bromobutane). The solvent is O (water). Product: C(C)OC1=C(C=CC=C1)OCCCC (1-Ethoxy-2-n-butoxybenzene). As a reaction SMILES: [OH-].[Na+].[CH2:3]([O:5][C:6]1[CH:11]=[CH:10][CH:9]=[CH:8][C:7]=1[OH:12])[CH3:4].Br[CH2:14][CH2:15][CH2:16][CH3:17]>O>[CH2:3]([O:5][C:6]1[CH:11]=[CH:10][CH:9]=[CH:8][C:7]=1[O:12][CH2:14][CH2:15][CH2:16][CH3:17])[CH3:4] |f:0.1|. Reported procedure: The procedure was similar to that followed in the preparation of example 8 above, except that the reaction involved 150 ml of water, 15.8 ml of 50% sodium hydroxide solution, 25.4 ml (0.2 moles) of 2-ethoxyphenol, and 21.5 ml (0.2 moles) of 1-bromobutane. This compound was labeled as example 9. Reactants: C1CC2=CC=CC=C2C(=O)C1 (α-tetralone), Cl.NO (hydroxylamine hydrochloride), O.C([O-])([O-])=O.[Na+].[Na+] (sodium carbonate monohydrate). Run in CO (methanol). Reaction conditions: time 36 hour. Yields the product C/1(\CCCC2=CC=CC=C12)=N/O ((1Z)-3,4-dihydronaphthalen-1(2H)-one oxime). RXN SMILES: [CH2:1]1[CH2:11][C:9](=O)[C:8]2[C:3](=[CH:4][CH:5]=[CH:6][CH:7]=2)[CH2:2]1.Cl.[NH2:13][OH:14].O.C(=O)([O-])[O-].[Na+].[Na+]>CO>[C:9]1(=[N:13]/[OH:14])\[CH2:11][CH2:1][CH2:2][C:3]2[C:8]\1=[CH:7][CH:6]=[CH:5][CH:4]=2 |f:1.2,3.4.5.6|. Procedure details: To a solution of α-tetralone (50 g, 45.5 mL, 342 mmol) in anhydrous methanol (500 mL) was added hydroxylamine hydrochloride (24.7 g, 377 mmol) and sodium carbonate monohydrate (45 g, 363 mmol). The resulting slurry was stirred at ambient temperature for 36 h and the solvent was removed. The residue was titurated with water and the resulting solid was recrystallized from ether/hexanes to supply the product (37.1 g) as greenish tan crystals. The reactants are C1=CC=C(C=C1)C2=CC=C(C=C2)C3=C4C(=C(NC4=O)C5=CC=C(C=C5)C6=CC=CC=C6)C(=O)N3 (C.I. pigment red 264), zirconia, ( n ), N(CCO)(CCO)CCO (triethanolamine). Solvent: O (water). Reaction conditions: time 7 hour. The product is O=C1C(N=C2C=CN=C21)=O (Diketopyrrolopyrrole). RXN SMILES: C1C=CC(C2C=CC([C:13]3[NH:34][C:32](=O)[C:15]4=[C:16](C5C=CC(C6C=CC=CC=6)=CC=5)[NH:17][C:18](=[O:19])[C:14]=34)=CC=2)=CC=1.N(CCO)(CCO)CC[OH:38]>O>[O:38]=[C:14]1[C:13]2[C:16]([CH:15]=[CH:32][N:34]=2)=[N:17][C:18]1=[O:19]. Reported procedure: 20 g of C.I. pigment red 264 (in which the content of metal ions having a valence of at least 2 was 520 ppm), 60 g of the same aqueous dispersion of the pigment derivative (n) as that obtained in Example 45 and 60 g of deionized water were mixed, 11 g of 2% by weight triethanolamine was added so as to adjust the neutralization ratio of the pigment derivative to 100%, and the mixture was dispersed with a paint shaker in the presence of zirconia beads as media for approximately 7 hours, to obtain ... Reactants: C(CCCCCCC\C=C/CCCCCCCC)O (Oleyl alcohol), [O-2].[O-2].[O-2].[Al+3].[Al+3] (gamma-alumina). Product: C=CCCCCCCC=CCCCCCCCC (1,9-octadecadiene). Reaction SMILES: [CH2:1](O)[CH2:2][CH2:3][CH2:4][CH2:5][CH2:6][CH2:7][CH2:8]/[CH:9]=[CH:10]\[CH2:11][CH2:12][CH2:13][CH2:14][CH2:15][CH2:16][CH2:17][CH3:18].[O-2].[O-2].[O-2].[Al+3].[Al+3]>>[CH2:1]=[CH:2][CH2:3][CH2:4][CH2:5][CH2:6][CH2:7][CH2:8][CH:9]=[CH:10][CH2:11][CH2:12][CH2:13][CH2:14][CH2:15][CH2:16][CH2:17][CH3:18] |f:1.2.3.4.5|. Procedure details: Oleyl alcohol, having about a 4/1 cis/trans ratio, is dehydrated over gamma-alumina in the presence of nitrogen to produce 1,9-octadecadiene. Starting materials: Cl (HCl), C1(CCCCC1)C(C(=O)OCC)(O)C#CC1=CC=CC=C1 (ethyl α-cyclohexyl-α-phenylethynyl-glycolate), CN1CCC(CC1)O (1-methyl-4-piperidinol), [Na] (sodium), Cl (hydrochloride). Run in C1(=CC=CC=C1)C (toluene), CCOCC (ether). Product: Cl.C1(CCCCC1)C(C(=O)OC1CCN(CC1)C)(O)C#CC1=CC=CC=C1 (1-Methyl-4-piperidyl α-Cyclohexyl-α-phenylethynyl-glycolate Hydrochloride). As a reaction SMILES: [CH:1]1([C:7]([C:14]#[C:15][C:16]2[CH:21]=[CH:20][CH:19]=[CH:18][CH:17]=2)([OH:13])[C:8]([O:10][CH2:11][CH3:12])=[O:9])[CH2:6][CH2:5][CH2:4][CH2:3][CH2:2]1.[CH3:22][N:23]1[CH2:28]CC(O)[CH2:25][CH2:24]1.[Na].[ClH:31]>C1(C)C=CC=CC=1.CCOCC>[ClH:31].[CH:1]1([C:7]([C:14]#[C:15][C:16]2[CH:21]=[CH:20][CH:19]=[CH:18][CH:17]=2)([OH:13])[C:8]([O:10][CH:11]2[CH2:25][CH2:24][N:23]([CH3:28])[CH2:22][CH2:12]2)=[O:9])[CH2:6][CH2:5][CH2:4][CH2:3][CH2:2]1 |f:6.7,^1:29|. Procedure: This ester was prepared by a method similar to the ones described above from the reaction of ethyl α-cyclohexyl-α-phenylethynyl-glycolate (4.3 g., 0.015 mole), 1-methyl-4-piperidinol (2.3 g., 0.020 mole) and sodium (~0.05 g.) in toluene. The chloroform extract of the basic phase of the reaction mixture, when stripped of volatile components in vacuo, yielded an oil. The oil was dissolved in dry ether and treated with HCl (gas) to give an oily solid. Recrystallization from a chloroform-benzene mix... Reactants: CCOC(=O)c1c(O)c2cccn2n(CCC(C)C)c1=O, CC(C)CCn1c(=O)c(C(=O)Nc2ccc(NS(C)(=O)=O)cc2S(N)(=O)=O)c(O)c2cccn21, C1CCC2=NCCCN2CC1, CS(=O)(=O)Nc1ccc(N)c(S(N)(=O)=O)c1, c1ccncc1. Product: CC(C)CCn1c(=O)c(C2=NS(=O)(=O)c3cc(NS(C)(=O)=O)ccc3N2)c(O)c2cccn21. RXN SMILES: [CH2:1]([O:2][C:3]([c:4]1[c:5](=[O:6])[n:7]([CH2:8][CH2:9][CH:10]([CH3:11])[CH3:12])[n:13]2[cH:14][cH:15][cH:16][c:17]2[c:18]1[OH:19])=[O:20])[CH3:21].[CH3:38][S:39](=[O:40])(=[O:41])[NH:42][c:43]1[cH:44][c:45]([S:68]([NH2:69])(=[O:70])=[O:71])[c:46]([NH:49][C:50](=[O:51])[c:52]2[c:53]([OH:67])[c:54]3[n:55]([n:56]([CH2:59][CH2:60][CH:61]([CH3:62])[CH3:63])[c:57]2=[O:58])[cH:64][cH:65][cH:66]3)[cH:47][cH:48]1.[N:72]12[CH2:73][CH2:74][CH2:75][N:76]=[C:77]1[CH2:78][CH2:79][CH2:80][CH2:81][CH2:82]2.[NH2:22][c:23]1[cH:24][cH:25][c:26]([NH:27][S:28]([CH3:29])(=[O:30])=[O:31])[cH:32][c:33]1[S:34]([NH2:35])(=[O:36])=[O:37].[cH:83]1[cH:84][cH:85][n:86][cH:87][cH:88]1>>[CH3:38][S:39](=[O:40])(=[O:41])[NH:42][c:43]1[cH:44][c:45]2[c:46]([cH:47][cH:48]1)[NH:49][C:50]([c:52]1[c:53]([OH:67])[c:54]3[n:55]([n:56]([CH2:59][CH2:60][CH:61]([CH3:62])[CH3:63])[c:57]1=[O:58])[cH:64][cH:65][cH:66]3)=[N:69][S:68]2(=[O:70])=[O:71].